From a dataset of the Open Reaction Database (ORD), a public repository of structured organic reaction records. describe an organic reaction: reactants, conditions, products, and yield Starting materials: NN1C(C2=CC=C(C=C2CC1)OC)=O (2-amino-6-methoxy-3,4-dihydro-1(2H)-isoquinolinone), C(C)OC(C1=CC(=CC=C1)OC)=N (m-methoxybenzimidic acid ethyl ester). The product is COC=1C=C2CCN3C(C2=CC1)=NC(=N3)C3=CC(=CC=C3)OC (8-Methoxy-2-(m-methoxyphenyl)-5,6-dihydro-s-triazolo-[5,1-a]isoquinoline). RXN SMILES: [NH2:1][N:2]1[CH2:11][CH2:10][C:9]2[C:4](=[CH:5][CH:6]=[C:7]([O:12][CH3:13])[CH:8]=2)[C:3]1=O.C(O[C:18](=[NH:27])[C:19]1[CH:24]=[CH:23][CH:22]=[C:21]([O:25][CH3:26])[CH:20]=1)C>>[CH3:13][O:12][C:7]1[CH:8]=[C:9]2[C:4](=[CH:5][CH:6]=1)[C:3]1=[N:27][C:18]([C:19]3[CH:24]=[CH:23][CH:22]=[C:21]([O:25][CH3:26])[CH:20]=3)=[N:1][N:2]1[CH2:11][CH2:10]2. Procedure details: The compound is prepared according to the procedure of Example 1 from 2-amino-6-methoxy-3,4-dihydro-1(2H)-isoquinolinone (prepared according to the procedure described in Belgian Pat. No. 780,885; m.p. 101°-3° C) and m-methoxybenzimidic acid ethyl ester; m.p. 132°-3° C. Reactants: C1=CC=C(C=C1)/C=C/C=O (cinnamic aldehyde), C(=C)OCC (ethyl vinyl ether), C1(O)=CC=C(O)C=C1 (hydroquinone), stainless steel. The product is C(C)OC1OC=CC(C1)C1=CC=CC=C1 (2-ethoxy-4-phenyl-3,4-dihydro-2H-pyran). The yield is 87.2%. As a reaction SMILES: [CH:1]1[CH:6]=[CH:5][C:4](/[CH:7]=[CH:8]/[CH:9]=[O:10])=[CH:3][CH:2]=1.[CH:11]([O:13][CH2:14][CH3:15])=[CH2:12].C1(C=CC(O)=CC=1)O>>[CH2:11]([O:13][CH:14]1[CH2:15][CH:7]([C:4]2[CH:5]=[CH:6][CH:1]=[CH:2][CH:3]=2)[CH:8]=[CH:9][O:10]1)[CH3:12]. Procedure details: 313 g (2.37 Mole) of cinnamic aldehyde, 290 g (4.03 Mole) of ethyl vinyl ether and 45 g of hydroquinone were heated at 200° for 16 hours in a 1 l stainless steel autoclave (pressure about 20 atm.). After fractional distillation of the crude material thus obtained, there were isolated 422 g (87% yield) of 2-ethoxy-4-phenyl-3,4-dihydro-2H-pyran, b.p. 89°/0.02 Torr; Reactants: CC(C)C(NC(=O)OCc1ccccc1)C(O)C#N, CC(=O)OC(C)=O, CCOC(C)=O, c1ccncc1. Yields the product CC(=O)OC(C#N)C(NC(=O)OCc1ccccc1)C(C)C. RXN SMILES: [CH2:1]([c:2]1[cH:3][cH:4][cH:5][cH:6][cH:7]1)[O:8][C:9](=[O:10])[NH:11][CH:12]([CH:13]([C:14]#[N:15])[OH:16])[CH:17]([CH3:18])[CH3:19].[CH3:26][C:27](=[O:28])[O:29][C:30](=[O:31])[CH3:32].[CH3:33][CH2:34][O:35][C:36](=[O:37])[CH3:38].[cH:20]1[cH:21][cH:22][n:23][cH:24][cH:25]1>>[CH2:1]([c:2]1[cH:3][cH:4][cH:5][cH:6][cH:7]1)[O:8][C:9](=[O:10])[NH:11][CH:12]([CH:13]([C:14]#[N:15])[O:16][C:27]([CH3:26])=[O:28])[CH:17]([CH3:18])[CH3:19]. Reactants: CC(C)(C)OC(=O)NCc1cccc([N+](=O)[O-])c1C(=O)O, C, CO, [Pd]. Yields the product CC(C)(C)OC(=O)NCc1cccc(N)c1C(=O)O. As a reaction SMILES: [C:1]([CH3:2])([CH3:3])([CH3:4])[O:5][C:6](=[O:7])[NH:8][CH2:9][c:10]1[c:11]([C:12](=[O:13])[OH:14])[c:15]([N+:19]([O-:20])=[O:21])[cH:16][cH:17][cH:18]1.[C:24].[CH3:22][OH:23].[Pd:25]>>[C:1]([CH3:2])([CH3:3])([CH3:4])[O:5][C:6](=[O:7])[NH:8][CH2:9][c:10]1[c:11]([C:12](=[O:13])[OH:14])[c:15]([NH2:19])[cH:16][cH:17][cH:18]1. Starting materials: ClC1=NC=CC(=N1)Cl (2,4-dichloropyrimidine), ice water, C(C)N(C(C)C)C(C)C (ethyldiisopropylamine), NC=1C=NC2=CC=CC=C2C1 (3-amino-quinoline). Run in CC(C)O (2-propanol). The product is ClC1=NC=CC(=N1)NC=1C=NC2=CC=CC=C2C1 ((2-chloropyrimidin-4-yl)quinolin-3-ylamine). The yield is 68.7%. Reaction SMILES: [Cl:1][C:2]1[N:7]=[C:6](Cl)[CH:5]=[CH:4][N:3]=1.[NH2:9][C:10]1[CH:11]=[N:12][C:13]2[C:18]([CH:19]=1)=[CH:17][CH:16]=[CH:15][CH:14]=2.C(N(C(C)C)C(C)C)C>CC(O)C>[Cl:1][C:2]1[N:7]=[C:6]([NH:9][C:10]2[CH:11]=[N:12][C:13]3[C:18]([CH:19]=2)=[CH:17][CH:16]=[CH:15][CH:14]=3)[CH:5]=[CH:4][N:3]=1. Procedure details: 50 g (0.34 mol) of 2,4-dichloropyrimidine and 50 g (0.35 mol) of 3-amino-quinoline are combined and kept at the boil under reflux for 50 h in 400 ml of 2-propanol with 100 ml of ethyldiisopropylamine. The reaction mixture is poured into 3 l of ice-water, the precipitate is filtered off with suction and washed with water. The residue is recrystallised from acetone, giving 60 g of pale-grey crystals (m.p.: 140-143° C.) (2-chloropyrimidin-4-yl)quinolin-3-ylamine. Starting materials: I.C(C)SC(N)=N (S-ethylisothiourea hydroiodide), C(C)OC=C(C#N)C#N (ethoxymethylidenemalo-nonitrile), C[O-].[Na+] (NaOMe). Solvent: C(C)O (ethanol), CCO (EtOH). Run at temperature 25 celsius. The product is NC1=NC(=NC=C1C#N)SCC (4-amino-5-cyano-2-ethylthiopyrimidine). The yield is 44.6%. RXN SMILES: C[O-].[Na+].I.[CH2:5]([S:7][C:8](=[NH:10])[NH2:9])[CH3:6].C(O[CH:14]=[C:15]([C:18]#[N:19])[C:16]#[N:17])C>CCO>[NH2:19][C:18]1[C:15]([C:16]#[N:17])=[CH:14][N:9]=[C:8]([S:7][CH2:5][CH3:6])[N:10]=1 |f:0.1,2.3|. Reported procedure: A suspension of NaOMe (2.7 g, 50 mmol) in EtOH (200 mL) is added to a mixture of S-ethylisothiourea hydroiodide (11.58 g, 50 mmol), ethoxymethylidenemalo-nonitrile (6.1 g, 50 mmol) and ethanol (250 mL) at 25° C. The reaction mixture is refluxed under N2 for 2 h, and then the solution is concentrated on a hot plate until precipitation is observed. After cooling, the solid is collected by suction filtration and is stirred in water at 25° C. Filtration and vacuum oven drying affords 4-amino-5-cyano... The reactants are NC1=CC=2N=CNC(C2C=N1)=O (7-amino-4-oxo-3H-pyrido[4,3-d]pyrimidine), N(=O)[O-].[Na+] (NaNO2), [H+].[B-](F)(F)(F)F (HBF4), C(=O)([O-])[O-].[Na+].[Na+] (Na2CO3). Reaction conditions: temperature 20 celsius, time 30 minute. Yields the product FC1=CC=2N=CNC(C2C=N1)=O (7-fluoro-4-oxo-3H-pyrido[4,3-d]pyrimidine). Yield: 47.0%. As a reaction SMILES: N[C:2]1[N:11]=[CH:10][C:9]2[C:8](=[O:12])[NH:7][CH:6]=[N:5][C:4]=2[CH:3]=1.N([O-])=O.[Na+].C([O-])([O-])=O.[Na+].[Na+].[H+].[B-](F)(F)(F)[F:25]>>[F:25][C:2]1[N:11]=[CH:10][C:9]2[C:8](=[O:12])[NH:7][CH:6]=[N:5][C:4]=2[CH:3]=1 |f:1.2,3.4.5,6.7|. Procedure details: A solution of 7-amino-4-oxo-3H-pyrido[4,3-d]pyrimidine (1.00 g, 6.17 mmol) in 60% HBF4 (25 mL) at 0° C. is treated with solid NaNO2 (0.85 g, 12.3 mmol, added in portions over 2 h), and is then stirred at 0° C. for a further 1 h and at 20° C. for 30 min. The resulting mixture is ice-cooled, neutralized with saturated aqueous Na2CO3, and extracted with EtOAc (4×100 mL) The extract is washed with water, then filtered through silica gel (EtOAc) to give 7-fluoro-4-oxo-3H-pyrido[4,3-d]pyrimidine (0.48... The reactants are C(C1=CC=CC=C1)C1=C(N=NN1C1=C(C=CC=C1)F)C(=O)OC (Methyl 5-benzyl-1-(2-fluorophenyl)-1H-1,2,3-triazole-4-carboxylate), [OH-].[Na+] (NaOH), O (Water). Run in CCO (EtOH). Conditions: time 8 hour. Product: C(C1=CC=CC=C1)C1=C(N=NN1C1=C(C=CC=C1)F)C(=O)O (5-benzyl-1-(2-fluorophenyl)-1H-1,2,3-triazole-4-carboxylic acid). RXN SMILES: [CH2:1]([C:8]1[N:12]([C:13]2[CH:18]=[CH:17][CH:16]=[CH:15][C:14]=2[F:19])[N:11]=[N:10][C:9]=1[C:20]([O:22]C)=[O:21])[C:2]1[CH:7]=[CH:6][CH:5]=[CH:4][CH:3]=1.[OH-].[Na+].O>CCO>[CH2:1]([C:8]1[N:12]([C:13]2[CH:18]=[CH:17][CH:16]=[CH:15][C:14]=2[F:19])[N:11]=[N:10][C:9]=1[C:20]([OH:22])=[O:21])[C:2]1[CH:7]=[CH:6][CH:5]=[CH:4][CH:3]=1 |f:1.2|. Reported procedure: Methyl 5-benzyl-1-(2-fluorophenyl)-1H-1,2,3-triazole-4-carboxylate obtained in Step 1 as described above was dissolved in EtOH and NaOH (8.10 ml; 5 M; 40.48 mmol; 5 eq.) was added, the mixture was stirred overnight at room temperature. Water (30 mL) was added and the aqueous phase was washed with Et2O (2×30 mL). The aqueous layer was acidified to pH 2 with HCl 5 N and extracted with EtOAc (2×50 mL). The combined organics were washed with brine, dried over MgSO4 and concentrated under vacuum affo... Reactants: substituted chlorobenzenes, ClC1=C(C=CC(=C1)Cl)C (2,4-Dichlorotoluene). The reagents and catalysts are [Pd] (palladium), [Pd] (palladium). Run in C1(=CC=CC=C1)C (toluene). The product is C1(=CC=CC=C1)C.ClC1=C(C=CC=C1)C (toluene chlorotoluene). RXN SMILES: [Cl:1][C:2]1[CH:7]=[C:6](Cl)[CH:5]=[CH:4][C:3]=1[CH3:9]>[Pd].C1(C)C=CC=CC=1>[C:3]1([CH3:9])[CH:4]=[CH:5][CH:6]=[CH:7][CH:2]=1.[Cl:1][C:2]1[CH:7]=[CH:6][CH:5]=[CH:4][C:3]=1[CH3:9] |f:3.4|. Procedure details: This example shows the utility of sulfided noble metals as a dehalogenation catalyst for substituted chlorobenzenes. The catalyst used was 0.5% palladium on 1/8" alumina. 2,4-Dichlorotoluene was used as the feed and the feed rate was maintained at about 1.25 g/min. The dehalogenation reaction catalysed by non-sulfided palladium at a temperature of 300° C. was found to be very vigorous. Up to 81% toluene was formed during such dehalogenation, yielding a mole ratio of toluene-chlorotoluene of 4.24...